From a dataset of the Open Reaction Database (ORD), a public repository of structured organic reaction records. describe an organic reaction: reactants, conditions, products, and yield Starting materials: OC1=CC=C2C(=C(C(OC2=C1C)=O)CN1C(C=2C(C1=O)=CC=CC2)=O)C (7-hydroxy-4,8-dimethyl-3-phthalimidomethylcoumarin), C([O-])([O-])=O.[K+].[K+] (potassium carbonate), ClCC(C)=O (chloroacetone), CC(=O)C (acetone). Run in C(Cl)Cl (CH2Cl2). The product is CC1=C(C(OC2=C(C(=CC=C12)OCC(C)=O)C)=O)CN1C(C=2C(C1=O)=CC=CC2)=O (4,8-dimethyl-7-(2-oxo)propyloxy-3-(phthalimidomethyl)coumarin). Yield: 87.1%. RXN SMILES: [OH:1][C:2]1[C:11]([CH3:12])=[C:10]2[C:5]([C:6]([CH3:26])=[C:7]([CH2:14][N:15]3[C:19](=[O:20])[C:18]4=[CH:21][CH:22]=[CH:23][CH:24]=[C:17]4[C:16]3=[O:25])[C:8](=[O:13])[O:9]2)=[CH:4][CH:3]=1.C(=O)([O-])[O-].[K+].[K+].Cl[CH2:34][C:35](=[O:37])[CH3:36].CC(C)=O>C(Cl)Cl>[CH3:26][C:6]1[C:5]2[C:10](=[C:11]([CH3:12])[C:2]([O:1][CH2:34][C:35](=[O:37])[CH3:36])=[CH:3][CH:4]=2)[O:9][C:8](=[O:13])[C:7]=1[CH2:14][N:15]1[C:16](=[O:25])[C:17]2=[CH:24][CH:23]=[CH:22][CH:21]=[C:18]2[C:19]1=[O:20] |f:1.2.3|. Procedure details: A slurry of 7-hydroxy-4,8-dimethyl-3-phthalimidomethylcoumarin (4.00 g, 11.5 mmol), potassium carbonate (4.5 g, 36.9 mmol), chloroacetone (1 mL, 11.5 mmol) and acetone (200 mL) were refluxed overnight. After the solution was allowed to cool to room temperature, CH2Cl2 (200 mL) was added and the resulting solid was filtered off. The remaining solution was cold decolorized with charcoal and the solvent evaporated. The resulting solid was stirred with water, vacuum filtered, and washed with water. ... Starting materials: C1CCOC1, COc1cnc(S(C)(=O)=O)nc1, [H-], [Na+], O, CCCS(=O)(=O)Nc1ncnc(OCCO)c1-c1ccc(C)cc1, O=C(O)CC(O)(CC(=O)O)C(=O)O. The product is CCCS(=O)(=O)Nc1ncnc(OCCOc2ncc(OC)cn2)c1-c1ccc(C)cc1. As a reaction SMILES: [CH2:52]1[O:53][CH2:54][CH2:55][CH2:56]1.[CH3:27][S:28](=[O:29])(=[O:30])[c:31]1[n:32][cH:33][c:34]([O:37][CH3:38])[cH:35][n:36]1.[H-:25].[Na+:26].[OH2:57].[OH:1][CH2:2][CH2:3][O:4][c:5]1[c:6](-[c:18]2[cH:19][cH:20][c:21]([CH3:24])[cH:22][cH:23]2)[c:7]([NH:11][S:12](=[O:13])(=[O:14])[CH2:15][CH2:16][CH3:17])[n:8][cH:9][n:10]1.[OH:39][C:40]([CH2:41][C:42]([C:43](=[O:44])[OH:45])([CH2:46][C:47](=[O:48])[OH:49])[OH:50])=[O:51]>>[O:1]([CH2:2][CH2:3][O:4][c:5]1[c:6](-[c:18]2[cH:19][cH:20][c:21]([CH3:24])[cH:22][cH:23]2)[c:7]([NH:11][S:12](=[O:13])(=[O:14])[CH2:15][CH2:16][CH3:17])[n:8][cH:9][n:10]1)[c:31]1[n:32][cH:33][c:34]([O:37][CH3:38])[cH:35][n:36]1. Reactants: BrC1=CC(=C(C(=C1)[N+](=O)[O-])O)OC (4-bromo-2-methoxy-6-nitrophenol), C([O-])([O-])=O.[K+].[K+] (potassium carbonate), C(C1=CC=CC=C1)Cl (benzyl chloride). Solvent: S1(=O)(=O)CCCC1 (sulpholane), O (water). Reaction conditions: time 24 hour. Product: C(C1=CC=CC=C1)OC1=C(C=C(C=C1OC)Br)[N+](=O)[O-] (2-benzyloxy-5-bromo-3-methoxynitrobenzene). The yield is 80.7%. RXN SMILES: [Br:1][C:2]1[CH:7]=[C:6]([N+:8]([O-:10])=[O:9])[C:5]([OH:11])=[C:4]([O:12][CH3:13])[CH:3]=1.C(=O)([O-])[O-].[K+].[K+].[CH2:20](Cl)[C:21]1[CH:26]=[CH:25][CH:24]=[CH:23][CH:22]=1>S1(CCCC1)(=O)=O.O>[CH2:20]([O:11][C:5]1[C:4]([O:12][CH3:13])=[CH:3][C:2]([Br:1])=[CH:7][C:6]=1[N+:8]([O-:10])=[O:9])[C:21]1[CH:26]=[CH:25][CH:24]=[CH:23][CH:22]=1 |f:1.2.3|. Reported procedure: A mixture of 4-bromo-2-methoxy-6-nitrophenol (7.0 g), anhydrous potassium carbonate (2.12 g) and benzyl chloride (3.93 g) in dry sulpholane (70 ml) was stirred at 90°-95° C. for 24 hours. The mixture was then diluted with water (300 ml) and the resulting oil was extracted with diethyl ether (3×50 ml). The combined ethereal extracts were washed with aqueous sodium carbonate solution (2 N; 2×50 ml) and then with water (3×20 ml), dried over anhydrous sodium sulphate and evaporated in vacuo to give ... Starting materials: CC(C)=NO, CC(C)(C)[O-], CCOC(OCC)c1ccccc1C(=O)c1cccnc1F, [K+], C1CCOC1. Yields the product CCOC(OCC)c1ccccc1C(=O)c1cccnc1ON=C(C)C. As a reaction SMILES: [CH3:1][C:2]([CH3:3])=[N:4][OH:5].[CH3:6][C:7]([CH3:8])([O-:9])[CH3:10].[F:12][c:13]1[n:14][cH:15][cH:16][cH:17][c:18]1[C:19](=[O:20])[c:21]1[c:22]([CH:27]([O:28][CH2:29][CH3:30])[O:31][CH2:32][CH3:33])[cH:23][cH:24][cH:25][cH:26]1.[K+:11].[O:34]1[CH2:35][CH2:36][CH2:37][CH2:38]1>>[CH3:1][C:2]([CH3:3])=[N:4][O:5][c:13]1[n:14][cH:15][cH:16][cH:17][c:18]1[C:19](=[O:20])[c:21]1[c:22]([CH:27]([O:28][CH2:29][CH3:30])[O:31][CH2:32][CH3:33])[cH:23][cH:24][cH:25][cH:26]1. Starting materials: N1CCC(CC1)CNCC1=CC=CC=C1 (N-(4-piperidylmethyl)-N-benzylamine), C(C1=CC=CC=C1)Br (benzyl bromide). Run in O1CCCC1 (tetrahydrofuran), O1CCCC1 (THF). Run at time 1 hour. Product: C(C1=CC=CC=C1)N1CCC(CC1)CNCC1=CC=CC=C1 (N-(1-benzylpiperidin-4-ylmethyl)-N-benzylamine). The yield is 50.0%. Reaction SMILES: [NH:1]1[CH2:6][CH2:5][CH:4]([CH2:7][NH:8][CH2:9][C:10]2[CH:15]=[CH:14][CH:13]=[CH:12][CH:11]=2)[CH2:3][CH2:2]1.[CH2:16](Br)[C:17]1[CH:22]=[CH:21][CH:20]=[CH:19][CH:18]=1>O1CCCC1>[CH2:16]([N:1]1[CH2:2][CH2:3][CH:4]([CH2:7][NH:8][CH2:9][C:10]2[CH:15]=[CH:14][CH:13]=[CH:12][CH:11]=2)[CH2:5][CH2:6]1)[C:17]1[CH:22]=[CH:21][CH:20]=[CH:19][CH:18]=1. Procedure: Under ice-cooling, to 200 ml of a tetrahydrofuran (THF) solution containing 5.0 g of N-(4-piperidylmethyl)-N-benzylamine was added dropwise 50 ml of a THF solution containing 2.9 ml of benzyl bromide. After stirring the mixture at the same temperature for one hour, THF was removed from the reaction mixture under reduced pressure and a saturated sodium hydrogen carbonate aqueous solution was added to the residue. The mixture was extracted with ethyl acetate. The extract was washed and dried, and ...